Task: describe an organic reaction: reactants, conditions, products, and yield. Dataset: the Open Reaction Database (ORD), a public repository of structured organic reaction records Starting materials: CC=1C=C(C=CC1N)C1=CC(=C(C=C1)N)C (3,3'-Dimethyl-4,4'-diaminobiphenyl), C(C)(=O)[O-].[Na+] (sodium acetate), Cl (hydrochloric acid), C(C)(=O)OC(C)=O (Acetic anhydride). Solvent: O (water). Run at temperature 90 celsius, time 2 minute. Product: CC=1C=C(C=CC1NC(C)=O)C1=CC(=C(C=C1)NC(C)=O)C (3,3'-Dimethyl-4,4'-diacetamidobiphenyl). As a reaction SMILES: [CH3:1][C:2]1[CH:3]=[C:4]([C:9]2[CH:14]=[CH:13][C:12]([NH2:15])=[C:11]([CH3:16])[CH:10]=2)[CH:5]=[CH:6][C:7]=1[NH2:8].Cl.[C:18](OC(=O)C)(=[O:20])[CH3:19].[C:25]([O-])(=[O:27])[CH3:26].[Na+]>O>[CH3:16][C:11]1[CH:10]=[C:9]([C:4]2[CH:5]=[CH:6][C:7]([NH:8][C:25](=[O:27])[CH3:26])=[C:2]([CH3:1])[CH:3]=2)[CH:14]=[CH:13][C:12]=1[NH:15][C:18](=[O:20])[CH3:19] |f:3.4|. Reported procedure: 3,3'-Dimethyl-4,4'-diaminobiphenyl (12.74 grams, 0.12 --NH2 equivalent) is ground to a fine powder and added to a beaker containing stirred, 90° C. deionized water (1200 milliliters). After two minutes, aqueous 36.5% hydrochloric acid (12.00 grams, 0.12 mole) is added to the stirred, 90° C. suspension. The solution which formed in six minutes is cooled to 70° C. Acetic anhydride (15.04 grams, 0.473 mole) is added to the stirred solution and mixed therein for 20 seconds before addition of an aque... Starting materials: C(C)(=O)O (acetic acid), O (water), C(C1=CC=CC=C1)NC1=NC(=NC=C1[N+](=O)[O-])N1CCC(CC1)C(=O)OCC (Ethyl 1-(4-benzylamino-5-nitropyrimidin-2-yl)-4-piperidinecarboxylate). The reagents and catalysts are [Fe] (iron). The solvent is C(C)O (ethanol), ClCCl (dichloromethane). The product is NC=1C(=NC(=NC1)N1CCC(CC1)C(=O)OCC)NCC1=CC=CC=C1 (Ethyl 1-(5-amino-4-benzylaminopyrimidin-2-yl)-4-piperidinecarboxylate). The yield is 68.7%. Reaction SMILES: C(O)(=O)C.O.[CH2:6]([NH:13][C:14]1[C:19]([N+:20]([O-])=O)=[CH:18][N:17]=[C:16]([N:23]2[CH2:28][CH2:27][CH:26]([C:29]([O:31][CH2:32][CH3:33])=[O:30])[CH2:25][CH2:24]2)[N:15]=1)[C:7]1[CH:12]=[CH:11][CH:10]=[CH:9][CH:8]=1>C(O)C.ClCCl.[Fe]>[NH2:20][C:19]1[C:14]([NH:13][CH2:6][C:7]2[CH:8]=[CH:9][CH:10]=[CH:11][CH:12]=2)=[N:15][C:16]([N:23]2[CH2:28][CH2:27][CH:26]([C:29]([O:31][CH2:32][CH3:33])=[O:30])[CH2:25][CH2:24]2)=[N:17][CH:18]=1. Reported procedure: 1.3 ml of acetic acid, 1.3 ml of distilled water and 1.40 g of iron were added to a suspension of 0.90 g of ethyl 1-[4-benzylamino-5-nitropyrimidin-2-yl)-4-piperidinecarboxylate (Reference Example 6) in 50 ml of ethanol and the reaction solution was refluxed for 5 hours. The dark blue solution was filtered to remove the insoluble substance, and concentrated under reduced pressure to obtain the thin yellow oily product. The resulting product was dissolved in dichloromethane and washed with 10% so... Starting materials: C(C)OC(COC1=C2C=C(N(C2=CC=C1)CC1=CC=CC=C1)C)=O ((1-Benzyl-2-methyl-1H-indol-4-yloxy)-acetic acid ethyl ester). Solvent: C1CCOC1.O (THF H2O), O.[OH-].[Li+] (lithium hydroxide monohydrate). Reaction conditions: time 1 hour. Product: C(C1=CC=CC=C1)N1C(=CC2=C(C=CC=C12)OCC(=O)O)C ((1-Benzyl-2-methyl-1H-indol-4-yloxy)-acetic acid). Reaction SMILES: C([O:3][C:4](=[O:24])[CH2:5][O:6][C:7]1[CH:15]=[CH:14][CH:13]=[C:12]2[C:8]=1[CH:9]=[C:10]([CH3:23])[N:11]2[CH2:16][C:17]1[CH:22]=[CH:21][CH:20]=[CH:19][CH:18]=1)C>C1COCC1.O.O.[OH-].[Li+]>[CH2:16]([N:11]1[C:12]2[C:8](=[C:7]([O:6][CH2:5][C:4]([OH:24])=[O:3])[CH:15]=[CH:14][CH:13]=2)[CH:9]=[C:10]1[CH3:23])[C:17]1[CH:18]=[CH:19][CH:20]=[CH:21][CH:22]=1 |f:1.2,3.4.5|. Procedure details: To a solution of (1-benzyl-2-methyl-1H-indol-4-yloxy)-acetic acid ethyl ester (4) (0.80 g, 2.48 mmole) in THF:H2O (4:1, 10 mL), lithium hydroxide monohydrate was added (0.118 g, 4.96 mmole). The mixture was stirred at room temperature for 1 h. THF was evaporated and then crushed ice was added to the aqueous mixture; the resulting solid was collected by filtration to afford intermediate (5) as a solid. Yield: 0.67 g, 92% 1H NMR: 05-038-055 Yields the product S1C(=CC=C1)C1=CC=C(S1)C1=NC(=NC=C1)NCCNC(C(=O)OC)C (Methyl 2-(2-(4-(5-(thiophen-2-yl)thiophen-2-yl)pyrimidin-2-ylamino)ethylamino)propanoate). The reactants are O (water), BrC(C(=O)OC)C (Methyl 2-bromopropanoate), NCCNC1=NC=CC(=N1)C=1SC(=CC1)C=1SC=CC1 (N-(2-amino-ethyl)-4-(5-(thiophen-2-yl)thiophen-2-yl)pyrimidin-2-amine), C(C)(C)N(C(C)C)CC (N,N-diisopropylethylamine). Reaction SMILES: Br[CH:2]([CH3:7])[C:3]([O:5][CH3:6])=[O:4].[NH2:8][CH2:9][CH2:10][NH:11][C:12]1[N:17]=[C:16]([C:18]2[S:19][C:20]([C:23]3[S:24][CH:25]=[CH:26][CH:27]=3)=[CH:21][CH:22]=2)[CH:15]=[CH:14][N:13]=1.C(N(CC)C(C)C)(C)C.O>CN1CCCC1>[S:24]1[CH:25]=[CH:26][CH:27]=[C:23]1[C:20]1[S:19][C:18]([C:16]2[CH:15]=[CH:14][N:13]=[C:12]([NH:11][CH2:10][CH2:9][NH:8][CH:2]([CH3:7])[C:3]([O:5][CH3:6])=[O:4])[N:17]=2)=[CH:22][CH:21]=1. Conditions: time 24 hour. Solvent: CN1CCCC1 (1-methylpyrrolidine). Reported procedure: Methyl 2-bromopropanoate (182 mg, 1.09 mmol) was added to a mixture of N-(2-amino-ethyl)-4-(5-(thiophen-2-yl)thiophen-2-yl)pyrimidin-2-amine (300 mg, 0.99 mmol) and N,N-diisopropylethylamine (153 mg, 1.19 mmol) in 1-methylpyrrolidine (8 mL) at rt. After stirring at rt for 24 h, water (50 mL) was added and the mixture extracted with ethyl acetate (3×50 mL). The combined organic layers were washed with brine (3×50 mL), dried over anhydrous sodium sulfate, filtered and concentrated to give the titl... Reactants: C(C1=CC=CC=C1)ONC(=O)C(C(=O)O)CC(C)C (2-Benzyloxycarbamoyl-4-methyl-pentanoic acid). Run in C(C)O (ethanol). Reaction conditions: time 16 hour. Product: ONC(=O)C(C(=O)O)CC(C)C (2-Hydroxycarbamoyl-4-methylpentanoic acid). Isolated yield 99.4%. Reaction SMILES: C([O:8][NH:9][C:10]([CH:12]([CH2:16][CH:17]([CH3:19])[CH3:18])[C:13]([OH:15])=[O:14])=[O:11])C1C=CC=CC=1>C(O)C>[OH:8][NH:9][C:10]([CH:12]([CH2:16][CH:17]([CH3:19])[CH3:18])[C:13]([OH:15])=[O:14])=[O:11]. Procedure details: Intermediate (3c) (6.6 g, 24.7 mmol) was dissolved into 75 mL ethanol and the solution was degassed with nitrogen. To the solution was added 1.3 g (20% by weight) Pd/C (10% by weight, wet) and the reaction was degassed under hydrogen. After 16 hours, the mixture was filtered through celite and the ethanol was removed in vacuo to yield intermediate (3d) (4.3 g) as a pink oil. 1H NMR (DMSO) δ (ppm): 0.7 (m, 6H), 1.2-1.4 (m, 1H), 1.4-1.6 (m, 2H), 2.9 (t, 1H), 3.3 (quart, 1H), 8.9 (br s, 1H), 10.5 (... Reactants: [Li] (lithium), N#N (N2), solid, C(C)SC1=C(C=C(C(=C1)SCC)SCC)SCC (1,2,4,5-tetraethylthiobenzene), [Li] (lithium), [NH4+].[Cl-] (NH4Cl). Solvent: C(CC)N (n-propylamine), C(CC)N (propylamine). Reaction conditions: temperature 10 celsius. Yields the product SC1=C(C=C(C(=C1)S)S)S (1,2,4,5-tetramercaptobenzene). As a reaction SMILES: [Li].C([S:4][C:5]1[CH:10]=[C:9]([S:11]CC)[C:8]([S:14]CC)=[CH:7][C:6]=1[S:17]CC)C.N#N.[NH4+].[Cl-]>C(N)CC>[SH:4][C:5]1[CH:10]=[C:9]([SH:11])[C:8]([SH:14])=[CH:7][C:6]=1[SH:17] |f:3.4,^1:0|. Reported procedure: In a 3-1 sulfonating flask, 1,850 ml of dry n-propylamine and 9.6 g of granulated lithium are initially introduced under a nitrogen inert atmosphere. The mixture is stirred at room temperature until the blue colour persists, and 55.0 g of solid 1,2,4,5-tetraethylthiobenzene are then added. A slight exothermic reaction sets in, which is kept under control by cooling with an ice-bath to prevent the inside temperature of pg,7 the solution from exceeding 38° C. After the exothermic reaction has subs... Starting materials: BrCC1=C2CCC(C2=CC=C1)=O (4-(bromomethyl)indan-1-one), P(=O)(OCC)(OCC)OCC (triethyl phosphate), O=C1CCC2=C(C=CC=C12)CP(OCC)(OCC)=O (diethyl 1-oxoindan-4-ylmethylphosphonate). The solvent is C=1(C(=CC=CC1)C)C (xylene). Product: BrC1C(C2=CC=CC(=C2C1)CP(OCC)(OCC)=O)=O (diethyl (2-bromo-1-oxoindan-4-yl)methylphosphonate). RXN SMILES: [O:1]=[C:2]1[C:10]2[C:5](=[C:6]([CH2:11][P:12](=[O:19])([O:16][CH2:17][CH3:18])[O:13][CH2:14][CH3:15])[CH:7]=[CH:8][CH:9]=2)[CH2:4][CH2:3]1.[Br:20]CC1C=CC=C2C=1CCC2=O.P(OCC)(OCC)(OCC)=O>C1(C)C(C)=CC=CC=1>[Br:20][CH:3]1[CH2:4][C:5]2[C:10](=[CH:9][CH:8]=[CH:7][C:6]=2[CH2:11][P:12](=[O:19])([O:13][CH2:14][CH3:15])[O:16][CH2:17][CH3:18])[C:2]1=[O:1]. Reported procedure: The diethyl 1-oxoindan-4-ylmethylphosphonate can be prepared in the following manner: a mixture of 0.5 g of 4-(bromomethyl)indan-1-one, 0.9 g of triethyl phosphate and 5 ml of xylene is heated at reflux for 5 hours. The reaction medium is concentrated in a rotary evaporator and then the residue is purified by chromatography on silica, eluting with an ethyl acetate-petroleum ether (85-15 by volume) mixture. 0.4 g of diethyl (2-bromo-1-oxoindan-4-yl)methylphosphonate is obtained in the form of a c... Reactants: [N+](=O)([O-])C1=CC=C(OC2=CC(=NC=C2)NC(=O)N2CCOCC2)C=C1 (Morpholine-4-carboxylic acid [4-(4-nitrophenoxy)pyridin-2-yl]amide), CCCCCC (hexane), C(C)(=O)OCC.O1CCCC1 (ethyl acetate tetrahydrofuran), [Cl-].[NH4+] (ammonium chloride). Reagents/catalysts: [Fe] (iron). Solvent: C(C)O (ethanol), O (water), C(C)OCC (diethyl ether). The product is NC1=CC=C(OC2=CC(=NC=C2)NC(=O)N2CCOCC2)C=C1 (Morpholine-4-carboxylic acid [4-(4-aminophenoxy)pyridin-2-yl]amide). Isolated yield 39.2%. Reaction SMILES: [N+:1]([C:4]1[CH:25]=[CH:24][C:7]([O:8][C:9]2[CH:14]=[CH:13][N:12]=[C:11]([NH:15][C:16]([N:18]3[CH2:23][CH2:22][O:21][CH2:20][CH2:19]3)=[O:17])[CH:10]=2)=[CH:6][CH:5]=1)([O-])=O.[Cl-].[NH4+].C(OCC)(=O)C.O1CCCC1.CCCCCC>C(O)C.O.C(OCC)C.[Fe]>[NH2:1][C:4]1[CH:25]=[CH:24][C:7]([O:8][C:9]2[CH:14]=[CH:13][N:12]=[C:11]([NH:15][C:16]([N:18]3[CH2:19][CH2:20][O:21][CH2:22][CH2:23]3)=[O:17])[CH:10]=2)=[CH:6][CH:5]=1 |f:1.2,3.4|. Procedure: Morpholine-4-carboxylic acid [4-(4-nitrophenoxy)pyridin-2-yl]amide (227 mg) was dissolved in ethanol (10 ml)-water (2 ml), and then electrolytic iron powder (150 mg) and ammonium chloride (300 mg) were added thereto, followed by heating under reflux for 1 hr. The reaction mixture was cooled down to room temperature, and then ethyl acetate-tetrahydrofuran (1:1) was added, followed by stirring. The mixture was filtered through celite to remove an insoluble portion, which was washed with ethyl acet... Starting materials: COc1ccc(CCl)c(OC)c1, CC(=NO)c1cc(C)cc(C)n1, CN(C)C=O, [H-], [Na+]. Yields the product COc1ccc(CON=C(C)c2cc(C)cc(C)n2)c(OC)c1. Reaction SMILES: [CH3:15][O:16][c:17]1[c:18]([CH2:19][Cl:20])[cH:21][cH:22][c:23]([O:25][CH3:26])[cH:24]1.[CH3:1][c:2]1[cH:3][c:4]([C:9]([CH3:10])=[N:11][OH:12])[n:5][c:6]([CH3:8])[cH:7]1.[CH3:27][N:28]([CH3:29])[CH:30]=[O:31].[H-:13].[Na+:14]>>[CH3:1][c:2]1[cH:3][c:4]([C:9]([CH3:10])=[N:11][O:12][CH2:19][c:18]2[c:17]([O:16][CH3:15])[cH:24][c:23]([O:25][CH3:26])[cH:22][cH:21]2)[n:5][c:6]([CH3:8])[cH:7]1. Reactants: N1CC(OCC1)C=C1C2=C(CCC3=C1C=CC=C3)C=CC=C2 (5-(morpholin-2-yl)methylidene-10,11-dihydro-5H-dibenzo[a,d]cycloheptene), C(C#C)Br (propargyl bromide), [OH-].[K+] (potassium hydroxide). Solvent: C(C)O (ethanol), O (water). Run at time 1 hour. Yields the product C(C#C)N1CC(OCC1)C=C1C2=C(CCC3=C1C=CC=C3)C=CC=C2 (5-(4-propargylmorpholin-2-yl)methylidene-10,11-dihydro-5H-dibenzo[a,d]cycloheptene). Reaction SMILES: [NH:1]1[CH2:6][CH2:5][O:4][CH:3]([CH:7]=[C:8]2[C:14]3[CH:15]=[CH:16][CH:17]=[CH:18][C:13]=3[CH2:12][CH2:11][C:10]3[CH:19]=[CH:20][CH:21]=[CH:22][C:9]2=3)[CH2:2]1.[CH2:23](Br)[C:24]#[CH:25].[OH-].[K+]>C(O)C.O>[CH2:25]([N:1]1[CH2:6][CH2:5][O:4][CH:3]([CH:7]=[C:8]2[C:14]3[CH:15]=[CH:16][CH:17]=[CH:18][C:13]=3[CH2:12][CH2:11][C:10]3[CH:19]=[CH:20][CH:21]=[CH:22][C:9]2=3)[CH2:2]1)[C:24]#[CH:23] |f:2.3|. Procedure: To 5-(morpholin-2-yl)methylidene-10,11-dihydro-5H-dibenzo[a,d]cycloheptene (300 mg) in ethanol were added propargyl bromide (2.0 g) and potassium hydroxide (570 mg) in water at room temperature, and the resulting mixture was stirred at room temperature for 1 hour. After ethanol was distilled off, water was added to the residue, and the resultant mixture was extracted with chloroform. The chloroform extract was dried, evaporated and chromatographed to afford 5-(4-propargylmorpholin-2-yl)methylide...